This data is from the Open Reaction Database (ORD), a public repository of structured organic reaction records. The task is: describe an organic reaction: reactants, conditions, products, and yield Reactants: C(C)(C)(C)OC(CCN(C=1SC=C(N1)C(C1=CC=CC=C1)(C1=CC=CC=C1)O)C1CCCC1)=O (3-{Cyclopentyl-[4-(hydroxy-diphenyl-methyl)-thiazol-2-yl]-amino}-propionic acid tert-butyl ester), C(=O)(C(F)(F)F)O (TFA), [SiH](CC)(CC)CC (Et3SiH). Yields the product C(C1=CC=CC=C1)(C1=CC=CC=C1)C=1N=C(SC1)N(CCC(=O)O)C1CCCC1 (3-[(4-Benzhydryl-thiazol-2-yl)-cyclopentyl-amino]-propionic acid). The yield is 40.4%. Reaction SMILES: C([O:5][C:6](=[O:34])[CH2:7][CH2:8][N:9]([CH:29]1[CH2:33][CH2:32][CH2:31][CH2:30]1)[C:10]1[S:11][CH:12]=[C:13]([C:15](O)([C:22]2[CH:27]=[CH:26][CH:25]=[CH:24][CH:23]=2)[C:16]2[CH:21]=[CH:20][CH:19]=[CH:18][CH:17]=2)[N:14]=1)(C)(C)C.C(O)(C(F)(F)F)=O.[SiH](CC)(CC)CC>>[CH:15]([C:13]1[N:14]=[C:10]([N:9]([CH:29]2[CH2:30][CH2:31][CH2:32][CH2:33]2)[CH2:8][CH2:7][C:6]([OH:34])=[O:5])[S:11][CH:12]=1)([C:22]1[CH:27]=[CH:26][CH:25]=[CH:24][CH:23]=1)[C:16]1[CH:21]=[CH:20][CH:19]=[CH:18][CH:17]=1. Reported procedure: The above alcohol (131 mg, 0.274 mmol), TFA (2.0 mL) and Et3SiH (0.23 mL) were combined according to general procedure O. After aqueous workup the residue was purified by silica gel chromatography (gradient, hexane→1/1 EtOAc-hexane). After concentration and trituration from hexane, 3-[(4-Benzhydryl-thiazol-2-yl)-cyclopentyl-amino]-propionic acid (45 mg, 40%) was obtained. LCMS m/z: 408 (M+1). The HCl salt was also prepared, using general procedure G2, by the addition of 4 M HCl in dioxane.